Dataset: the Open Reaction Database (ORD), a public repository of structured organic reaction records. Task: describe an organic reaction: reactants, conditions, products, and yield Reactants: BrC=1C=C(C=C(C1)Br)C(C#N)(C)C (2-(3,5-dibromophenyl)-2-methylpropanenitrile), COB1OC(C(O1)(C)C)(C)C (2-Methoxy-4,4,5,5-tetramethyl-1,3,2-dioxaborolane). Run in O1CCCC1 (tetrahydrofuran). Conditions: temperature -10 celsius, time 1.5 hour. Product: BrC=1C=C(C=C(C1)B1OC(C(O1)(C)C)(C)C)C(C#N)(C)C (2-(3-bromo-5-(4,4,5,5-tetramethyl-1,3,2-dioxaborolan-2-yl)phenyl)-2-methylpropanenitrile). Yield: 95.4%. RXN SMILES: Br[C:2]1[CH:3]=[C:4]([C:9]([CH3:13])([CH3:12])[C:10]#[N:11])[CH:5]=[C:6]([Br:8])[CH:7]=1.CO[B:16]1[O:20][C:19]([CH3:22])([CH3:21])[C:18]([CH3:24])([CH3:23])[O:17]1>O1CCCC1>[Br:8][C:6]1[CH:5]=[C:4]([C:9]([CH3:13])([CH3:12])[C:10]#[N:11])[CH:3]=[C:2]([B:16]2[O:20][C:19]([CH3:22])([CH3:21])[C:18]([CH3:24])([CH3:23])[O:17]2)[CH:7]=1. Reported procedure: A solution of isopropylmagnesium chloride lithium chloride complex (1.71 ml, 1.65 mmol) in tetrahydrofuran (10 ml) was cooled down to −20° C. 2-(3,5-dibromophenyl)-2-methylpropanenitrile (500 mg, 1.65 mmol, preparation as described in Example 2 step 1) was added in one portion and the reaction stirred for 1.5 hours at −15 to −5° C. 2-Methoxy-4,4,5,5-tetramethyl-1,3,2-dioxaborolane (260.7 mg, 269.9 μL, 1.65 mmol) was added and the reaction was allowed to warm up to room temperature. The reaction ...